Dataset: the Open Reaction Database (ORD), a public repository of structured organic reaction records. Task: describe an organic reaction: reactants, conditions, products, and yield Reactants: Brc1ncccn1, CC(C)(C)[Si](C)(C)Oc1ccc(CBr)cc1, I, CN(C)C=O, [Zn]. Yields the product CC(C)(C)[Si](C)(C)Oc1ccc(Cc2ncccn2)cc1. RXN SMILES: [Br:18][c:19]1[n:20][cH:21][cH:22][cH:23][n:24]1.[Br:2][CH2:3][c:4]1[cH:5][cH:6][c:7]([O:8][Si:9]([CH3:10])([CH3:11])[C:12]([CH3:13])([CH3:14])[CH3:15])[cH:16][cH:17]1.[I:1].[O:25]=[CH:26][N:27]([CH3:28])[CH3:29].[Zn:30]>>[CH2:3]([c:4]1[cH:5][cH:6][c:7]([O:8][Si:9]([CH3:10])([CH3:11])[C:12]([CH3:13])([CH3:14])[CH3:15])[cH:16][cH:17]1)[c:19]1[n:20][cH:21][cH:22][cH:23][n:24]1. The reactants are N#Cc1ccc2nc(-c3ccc(Br)o3)cn2c1, O=C([O-])[O-], N#Cc1ccc(B(O)O)cc1, Cc1ccccc1, CO, [Na+], [Na+], [Pd], c1ccc(P(c2ccccc2)c2ccccc2)cc1, c1ccc(P(c2ccccc2)c2ccccc2)cc1, c1ccc(P(c2ccccc2)c2ccccc2)cc1, c1ccc(P(c2ccccc2)c2ccccc2)cc1. Yields the product N#Cc1ccc(-c2ccc(-c3cn4cc(C#N)ccc4n3)o2)cc1. As a reaction SMILES: [Br:1][c:2]1[cH:3][cH:4][c:5](-[c:7]2[n:8][c:9]3[n:10]([cH:11][c:12]([C:15]#[N:16])[cH:13][cH:14]3)[cH:17]2)[o:6]1.[C:18](=[O:19])([O-:20])[O-:21].[C:24](#[N:25])[c:26]1[cH:27][cH:28][c:29]([B:32]([OH:33])[OH:34])[cH:30][cH:31]1.[CH3:35][c:36]1[cH:37][cH:38][cH:39][cH:40][cH:41]1.[CH3:42][OH:43].[Na+:22].[Na+:23].[Pd:44].[c:102]1([P:103]([c:104]2[cH:105][cH:106][cH:107][cH:108][cH:109]2)[c:110]2[cH:111][cH:112][cH:113][cH:114][cH:115]2)[cH:116][cH:117][cH:118][cH:119][cH:120]1.[c:45]1([P:46]([c:47]2[cH:48][cH:49][cH:50][cH:51][cH:52]2)[c:53]2[cH:54][cH:55][cH:56][cH:57][cH:58]2)[cH:59][cH:60][cH:61][cH:62][cH:63]1.[c:64]1([P:65]([c:66]2[cH:67][cH:68][cH:69][cH:70][cH:71]2)[c:72]2[cH:73][cH:74][cH:75][cH:76][cH:77]2)[cH:78][cH:79][cH:80][cH:81][cH:82]1.[c:83]1([P:84]([c:85]2[cH:86][cH:87][cH:88][cH:89][cH:90]2)[c:91]2[cH:92][cH:93][cH:94][cH:95][cH:96]2)[cH:97][cH:98][cH:99][cH:100][cH:101]1>>[c:2]1(-[c:29]2[cH:28][cH:27][c:26]([C:24]#[N:25])[cH:31][cH:30]2)[cH:3][cH:4][c:5](-[c:7]2[n:8][c:9]3[n:10]([cH:11][c:12]([C:15]#[N:16])[cH:13][cH:14]3)[cH:17]2)[o:6]1. Reactants: C(O)([O-])=O.[Na+] (sodium hydrogen carbonate), C([O-])([O-])=O.[K+].[K+] (potassium carbonate), Cl.ClC=1C=C(C=CC1N)O (3-chloro-4-aminophenol hydrochloride), C(C1=CC=CC=C1)(=O)Cl (benzoyl chloride). Solvent: O1CCCC1 (tetrahydrofuran), C(C)N(CC)CC (Triethylamine). Run at time 18 hour. The product is C(C1=CC=CC=C1)(=O)NC1=C(C=C(C=C1)O)Cl (N-benzoyl 2-chloro-4-hydroxyaniline). Yield: 84.0%. RXN SMILES: Cl.[Cl:2][C:3]1[CH:4]=[C:5]([OH:10])[CH:6]=[CH:7][C:8]=1[NH2:9].[C:11](Cl)(=[O:18])[C:12]1[CH:17]=[CH:16][CH:15]=[CH:14][CH:13]=1.C(=O)([O-])[O-].[K+].[K+].C(=O)([O-])O.[Na+]>O1CCCC1.C(N(CC)CC)C>[C:11]([NH:9][C:8]1[CH:7]=[CH:6][C:5]([OH:10])=[CH:4][C:3]=1[Cl:2])(=[O:18])[C:12]1[CH:17]=[CH:16][CH:15]=[CH:14][CH:13]=1 |f:0.1,3.4.5,6.7|. Procedure: Triethylamine was added to a suspension of 3-chloro-4-aminophenol hydrochloride (1.80 g, 10.0 mmol) in tetrahydrofuran (200 ml), benzoyl chloride (3.00 ml, 20.0 mmol) was added and the reaction allowed to stir for 18 hours at ambient temperature. The reaction was filtered and the filtrate was evaporated in vacuo. The residue was dissolved in methanol (200 ml), treated with aqueous potassium carbonate solution (0.6 N, 25 ml, 15 mmol) and the mixture stirred for 4 hours at ambient temperature. Add... Reactants: CC(=O)O, O=[N+]([O-])c1cc2c(cc1Cl)C(F)(F)OC2(F)F, [Fe], O. Yields the product Nc1cc2c(cc1Cl)C(F)(F)OC2(F)F. Reaction SMILES: [CH3:18][C:19](=[O:20])[OH:21].[Cl:1][c:2]1[cH:3][c:4]2[c:8]([cH:9][c:10]1[N+:11]([O-:12])=[O:13])[C:7]([F:14])([F:15])[O:6][C:5]2([F:16])[F:17].[Fe:23].[OH2:22]>>[Cl:1][c:2]1[cH:3][c:4]2[c:8]([cH:9][c:10]1[NH2:11])[C:7]([F:14])([F:15])[O:6][C:5]2([F:16])[F:17]. Reactants: C(C1=CC=CC=C1)N1CCC(CC1)(C(=O)O)O (1-benzyl-4-hydroxypiperidine-4-carboxylic acid), C(C)(C)N(C(C)C)CC (N,N-diisopropylethylamine), Cl.C1(CCCCC1)C1NCCC2=CC=CC=C12 (1-cyclohexyl-1,2,3,4-tetrahydroisoquinoline hydrochloride), N,N′-carbonyldiimidazole. Solvent: CN(C)C=O (DMF). Conditions: time 18 hour. Product: C(C1=CC=CC=C1)N1CCC(CC1)(O)C(=O)N1C(C2=CC=CC=C2CC1)C1CCCCC1 (1-benzyl-4-[(1-cyclohexyl-3,4-dihydroisoquinolin-2(1H)-yl)carbonyl]piperidin-4-ol). Isolated yield 6.6%. Reaction SMILES: [CH2:1]([N:8]1[CH2:13][CH2:12][C:11]([OH:17])([C:14]([OH:16])=O)[CH2:10][CH2:9]1)[C:2]1[CH:7]=[CH:6][CH:5]=[CH:4][CH:3]=1.C(N(CC)C(C)C)(C)C.Cl.[CH:28]1([CH:34]2[C:43]3[C:38](=[CH:39][CH:40]=[CH:41][CH:42]=3)[CH2:37][CH2:36][NH:35]2)[CH2:33][CH2:32][CH2:31][CH2:30][CH2:29]1>CN(C=O)C>[CH2:1]([N:8]1[CH2:9][CH2:10][C:11]([C:14]([N:35]2[CH2:36][CH2:37][C:38]3[C:43](=[CH:42][CH:41]=[CH:40][CH:39]=3)[CH:34]2[CH:28]2[CH2:33][CH2:32][CH2:31][CH2:30][CH2:29]2)=[O:16])([OH:17])[CH2:12][CH2:13]1)[C:2]1[CH:3]=[CH:4][CH:5]=[CH:6][CH:7]=1 |f:2.3|. Procedure details: 1-benzyl-4-hydroxypiperidine-4-carboxylic acid (951 mg) was dissolved in DMF (25 mL), and N,N′-carbonyldiimidazole (720 mg) was added thereto, followed by stirring at room temperature for 18 hours. Thereafter, N,N-diisopropylethylamine (784 mg) and 1-cyclohexyl-1,2,3,4-tetrahydroisoquinoline hydrochloride (1.22 g) were added to the reaction liquid, followed by stirring at 60° C. for 18 hours. The solvent was evaporated, and water and EtOAc were added to the reaction liquid. The resulting insolub... Reactants: CCOC(=O)C(C)(C)Oc1ccc(OCCc2nc(-c3ccc(-c4c(C)noc4C)cc3)oc2C)cc1, C1CCOC1, CCOC(C)=O, CCO, [Na+], [OH-]. Yields the product Cc1noc(C)c1-c1ccc(-c2nc(CCOc3ccc(OC(C)(C)C(=O)O)cc3)c(C)o2)cc1. Reaction SMILES: [CH2:1]([CH3:2])[O:3][C:4]([C:5]([CH3:6])([CH3:7])[O:8][c:9]1[cH:10][cH:11][c:12]([O:15][CH2:16][CH2:17][c:18]2[n:19][c:20](-[c:24]3[cH:25][cH:26][c:27](-[c:30]4[c:31]([CH3:36])[n:32][o:33][c:34]4[CH3:35])[cH:28][cH:29]3)[o:21][c:22]2[CH3:23])[cH:13][cH:14]1)=[O:37].[CH2:49]1[O:50][CH2:51][CH2:52][CH2:53]1.[CH3:40][CH2:41][O:42][C:43](=[O:44])[CH3:45].[CH3:46][CH2:47][OH:48].[Na+:39].[OH-:38]>>[O:3]=[C:4]([C:5]([CH3:6])([CH3:7])[O:8][c:9]1[cH:10][cH:11][c:12]([O:15][CH2:16][CH2:17][c:18]2[n:19][c:20](-[c:24]3[cH:25][cH:26][c:27](-[c:30]4[c:31]([CH3:36])[n:32][o:33][c:34]4[CH3:35])[cH:28][cH:29]3)[o:21][c:22]2[CH3:23])[cH:13][cH:14]1)[OH:37].